From a dataset of the Open Reaction Database (ORD), a public repository of structured organic reaction records. describe an organic reaction: reactants, conditions, products, and yield As a reaction SMILES: [C:14](=[O:15])([O-:16])[O-:17].[CH3:25][C:26]#[N:27].[CH:20]1([CH2:23][Br:24])[CH2:21][CH2:22]1.[Cl:1][c:2]1[cH:3][c:4]2[c:5]([cH:12][cH:13]1)[NH:6][CH:7]=[N:8][S:9]2(=[O:10])=[O:11].[K+:18].[K+:19]>>[Cl:1][c:2]1[cH:3][c:4]2[c:5]([cH:12][cH:13]1)[N:6]([CH2:23][CH:20]1[CH2:21][CH2:22]1)[CH:7]=[N:8][S:9]2(=[O:10])=[O:11]. Reactants: O=C([O-])[O-], CC#N, BrCC1CC1, O=S1(=O)N=CNc2ccc(Cl)cc21, [K+], [K+]. Product: O=S1(=O)N=CN(CC2CC2)c2ccc(Cl)cc21. Reactants: O=C1CCC(=O)N1Br, CC#N, Fc1cc(-c2cccc(NCC3CCOCC3)n2)c(Cl)cn1. The product is Fc1cc(-c2nc(NCC3CCOCC3)ccc2Br)c(Cl)cn1. RXN SMILES: [Br:23][N:24]1[C:25](=[O:26])[CH2:27][CH2:28][C:29]1=[O:30].[CH3:31][C:32]#[N:33].[Cl:1][c:2]1[c:3](-[c:9]2[n:10][c:11]([NH:15][CH2:16][CH:17]3[CH2:18][CH2:19][O:20][CH2:21][CH2:22]3)[cH:12][cH:13][cH:14]2)[cH:4][c:5]([F:8])[n:6][cH:7]1>>[Cl:1][c:2]1[c:3](-[c:9]2[n:10][c:11]([NH:15][CH2:16][CH:17]3[CH2:18][CH2:19][O:20][CH2:21][CH2:22]3)[cH:12][cH:13][c:14]2[Br:23])[cH:4][c:5]([F:8])[n:6][cH:7]1. The reactants are COCCOC1=CC(=C(C=C1)[N+](=O)[O-])[N+](=O)[O-] (2-methoxyethoxy-3,4-dinitrobenzene), O1CCN(CC1)CCN1C=CC2=CC(=CC=C12)NC(=O)C1=CC=C(C=O)C=C1 (4-(1-(2-morpholinoethyl)-5-indolylaminocarbonyl)benzaldehyde). The product is COCCOC=1C=CC2=C(NC(=N2)C2=CC=C(C(=O)NC=3C=C4C=CN(C4=CC3)CCN3CCOCC3)C=C2)C1 (4-(6-(2-Methoxyethoxy)-1H-benzo[d]imidazol-2-yl)-N-(1-(2-morpholinoethyl)indol-5-yl)benzamide). RXN SMILES: [CH3:1][O:2][CH2:3][CH2:4][O:5][C:6]1[CH:11]=[CH:10][C:9]([N+:12]([O-])=O)=[C:8]([N+:15]([O-])=O)[CH:7]=1.[O:18]1[CH2:23][CH2:22][N:21]([CH2:24][CH2:25][N:26]2[C:34]3[C:29](=[CH:30][C:31]([NH:35][C:36]([C:38]4[CH:45]=[CH:44][C:41]([CH:42]=O)=[CH:40][CH:39]=4)=[O:37])=[CH:32][CH:33]=3)[CH:28]=[CH:27]2)[CH2:20][CH2:19]1>>[CH3:1][O:2][CH2:3][CH2:4][O:5][C:6]1[CH:11]=[CH:10][C:9]2[N:12]=[C:42]([C:41]3[CH:40]=[CH:39][C:38]([C:36]([NH:35][C:31]4[CH:30]=[C:29]5[C:34](=[CH:33][CH:32]=4)[N:26]([CH2:25][CH2:24][N:21]4[CH2:20][CH2:19][O:18][CH2:23][CH2:22]4)[CH:27]=[CH:28]5)=[O:37])=[CH:45][CH:44]=3)[NH:15][C:8]=2[CH:7]=1. Procedure details: Compound 676 was prepared according to the procedure similar to that described in Scheme III from 1-(2-methoxyethoxy-3,4-dinitrobenzene and 4-(1-(2-morpholinoethyl)-5-indolylaminocarbonyl)benzaldehyde. [M+H]+ calcd for C31H33N5O4: 540.26; found: 540.10.